describe an organic reaction: reactants, conditions, products, and yield From a dataset of the Open Reaction Database (ORD), a public repository of structured organic reaction records. Reactants: C(C)(C)(C)OC(COC1=C(C=C(C=C1)C#N)C#C)=O (tert-butyl(4-cyano-2-ethynylphenoxy)acetate), C(C1=CC=CC=C1)S(=O)(=O)C1=CC(=C(C=C1)C)Br (4-(benzylsulfonyl)-2-bromo-1-methylbenzene), C(C)(C)(C)OC(COC1=C(C=C(C=C1)C#N)C#C)=O (tert-butyl(4-cyano-2-ethynylphenoxy)acetate), C(C1=CC=CC=C1)S(=O)(=O)C1=CC(=C(C=C1)C)Br (4-(benzylsulfonyl)-2-bromo-1-methylbenzene). Yields the product C(C1=CC=CC=C1)S(=O)(=O)C=1C=CC(=C(C1)C#CC1=C(OCC(=O)O)C=CC(=C1)C#N)C ((2-{[5-(benzylsulfonyl)-2-methylphenyl]ethynyl}-4-cyanophenoxy)acetic acid). As a reaction SMILES: C([O:5][C:6](=[O:19])[CH2:7][O:8][C:9]1[CH:14]=[CH:13][C:12]([C:15]#[N:16])=[CH:11][C:10]=1[C:17]#[CH:18])(C)(C)C.[CH2:20]([S:27]([C:30]1[CH:35]=[CH:34][C:33]([CH3:36])=[C:32](Br)[CH:31]=1)(=[O:29])=[O:28])[C:21]1[CH:26]=[CH:25][CH:24]=[CH:23][CH:22]=1>>[CH2:20]([S:27]([C:30]1[CH:35]=[CH:34][C:33]([CH3:36])=[C:32]([C:18]#[C:17][C:10]2[CH:11]=[C:12]([C:15]#[N:16])[CH:13]=[CH:14][C:9]=2[O:8][CH2:7][C:6]([OH:5])=[O:19])[CH:31]=1)(=[O:29])=[O:28])[C:21]1[CH:22]=[CH:23][CH:24]=[CH:25][CH:26]=1. Procedure: Following the general method as outlined in Example 37, starting from tert-butyl(4-cyano-2-ethynyl phenoxy)acetate (Intermediate 46) and 4-(benzylsulfonyl)-2-bromo-1-methylbenzene (Intermediate 69), the title compound was obtained as a yellow solid.